The task is: describe an organic reaction: reactants, conditions, products, and yield. This data is from the Open Reaction Database (ORD), a public repository of structured organic reaction records. Reaction SMILES: [CH3:26][C:27]#[N:28].[N+:1]([O-:2])(=[O:3])[c:4]1[cH:5][n:6][c:7]2[cH:8][cH:9][cH:10][cH:11][c:12]2[c:13]1[NH:14][CH:15]([CH2:16][NH:17][C:18]([O:19][C:20]([CH3:21])([CH3:22])[CH3:23])=[O:24])[CH3:25]>>[NH2:1][c:4]1[cH:5][n:6][c:7]2[cH:8][cH:9][cH:10][cH:11][c:12]2[c:13]1[NH:14][CH:15]([CH2:16][NH:17][C:18]([O:19][C:20]([CH3:21])([CH3:22])[CH3:23])=[O:24])[CH3:25]. Reactants: CC#N, CC(CNC(=O)OC(C)(C)C)Nc1c([N+](=O)[O-])cnc2ccccc12. Product: CC(CNC(=O)OC(C)(C)C)Nc1c(N)cnc2ccccc12. The reactants are COC(=O)N[C@H](C(=O)NC1=C(C=CC=C1)CC[C@@H]1CN([C@@H](CO1)CCC1=C(C=CC=C1)NC([C@H](C(C1=CC=CC=C1)C1=CC=CC=C1)NC(=O)OC)=O)C(=O)OC(C)(C)C)C(C1=CC=CC=C1)C1=CC=CC=C1 (Tert-Butyl(2R,5R)-2,5-bis {2-[2-({(2S)-2-[(methoxycarbonyl)amino]-3,3-diphenyl propanoyl}amino)phenyl]ethyl}morpholine-4-carboxylate), C(Cl)Cl.C(=O)(C(F)(F)F)O (CH2Cl2 TFA). Conditions: time 1 hour. Yields the product N1C[C@H](OC[C@H]1CCC1=C(C=CC=C1)NC([C@H](C(C1=CC=CC=C1)C1=CC=CC=C1)NC(OC)=O)=O)CCC1=C(C=CC=C1)NC([C@H](C(C1=CC=CC=C1)C1=CC=CC=C1)NC(OC)=O)=O (dimethyl [(2R,5R)-morpholine-2,5-diylbis {ethane-2,1-diylbenzene-2,1-diylimino[(2S)-1-oxo-3,3-diphenylpropane-1,2-diyl]}]biscarbamate), C(=O)(C(F)(F)F)O (TFA). As a reaction SMILES: [CH3:1][O:2][C:3]([NH:5][C@@H:6]([CH:61]([C:68]1[CH:73]=[CH:72][CH:71]=[CH:70][CH:69]=1)[C:62]1[CH:67]=[CH:66][CH:65]=[CH:64][CH:63]=1)[C:7]([NH:9][C:10]1[CH:15]=[CH:14][CH:13]=[CH:12][C:11]=1[CH2:16][CH2:17][C@H:18]1[O:23][CH2:22][C@@H:21]([CH2:24][CH2:25][C:26]2[CH:31]=[CH:30][CH:29]=[CH:28][C:27]=2[NH:32][C:33](=[O:53])[C@@H:34]([NH:48][C:49]([O:51][CH3:52])=[O:50])[CH:35]([C:42]2[CH:47]=[CH:46][CH:45]=[CH:44][CH:43]=2)[C:36]2[CH:41]=[CH:40][CH:39]=[CH:38][CH:37]=2)[N:20](C(OC(C)(C)C)=O)[CH2:19]1)=[O:8])=[O:4].C(Cl)Cl.[C:77]([OH:83])([C:79]([F:82])([F:81])[F:80])=[O:78]>>[NH:20]1[C@H:21]([CH2:24][CH2:25][C:26]2[CH:31]=[CH:30][CH:29]=[CH:28][C:27]=2[NH:32][C:33](=[O:53])[C@@H:34]([NH:48][C:49](=[O:50])[O:51][CH3:52])[CH:35]([C:42]2[CH:47]=[CH:46][CH:45]=[CH:44][CH:43]=2)[C:36]2[CH:37]=[CH:38][CH:39]=[CH:40][CH:41]=2)[CH2:22][O:23][C@H:18]([CH2:17][CH2:16][C:11]2[CH:12]=[CH:13][CH:14]=[CH:15][C:10]=2[NH:9][C:7](=[O:8])[C@@H:6]([NH:5][C:3](=[O:4])[O:2][CH3:1])[CH:61]([C:62]2[CH:67]=[CH:66][CH:65]=[CH:64][CH:63]=2)[C:68]2[CH:69]=[CH:70][CH:71]=[CH:72][CH:73]=2)[CH2:19]1.[C:77]([OH:83])([C:79]([F:82])([F:81])[F:80])=[O:78] |f:1.2|. Reported procedure: Tert-Butyl(2R,5R)-2,5-bis {2-[2-({(2S)-2-[(methoxycarbonyl)amino]-3,3-diphenyl propanoyl}amino)phenyl]ethyl}morpholine-4-carboxylate in a 1:1 mixture of CH2Cl2/TFA (0.1 M) was stirred at rt for 1 hr. The reaction mixture was concentrated under reduced pressure and the residue was co-evaporated twice with heptane and triturated in Et2O to afford the desired product as a TFA salt. Alternatively, the TFA salt, after concentration, could be neutralized with aqueous saturated NaHCO3, extracted with E...